From a dataset of the Open Reaction Database (ORD), a public repository of structured organic reaction records. describe an organic reaction: reactants, conditions, products, and yield The reactants are FC1=CC=C(C=C1)C(CCCCN1CCC(CC1)C=1C=C(C=CC1)NC(C(C)C)=O)=O (N-(3-{1-(5-(4-fluorophenyl)-5-oxopentyl]-4-piperidinyl}phenyl)-2-methylpropanamide), Cl.CC1=C(C=CC=C1)NN (1-(2-methylphenyl)hydrazine hydrochloride). Yields the product FC1=CC=C(C=C1)C=1NC2=C(C=CC=C2C1CCCN1CCC(CC1)C=1C=C(C=CC1)NC(C(C)C)=O)C (N-[3-(1-{3-[2-(4-FLUOROPHENYL)-7-METHYL-1H-INDOL-3-YL]PROPYL}-4-PIPERIDINYL)PHENYL]-2-METHYLPROPANAMIDE). Reaction SMILES: [F:1][C:2]1[CH:7]=[CH:6][C:5]([C:8](=O)[CH2:9][CH2:10][CH2:11][CH2:12][N:13]2[CH2:18][CH2:17][CH:16]([C:19]3[CH:20]=[C:21]([NH:25][C:26](=[O:30])[CH:27]([CH3:29])[CH3:28])[CH:22]=[CH:23][CH:24]=3)[CH2:15][CH2:14]2)=[CH:4][CH:3]=1.Cl.[CH3:33][C:34]1[CH:39]=[CH:38][CH:37]=[CH:36][C:35]=1[NH:40]N>>[F:1][C:2]1[CH:7]=[CH:6][C:5]([C:8]2[NH:40][C:35]3[C:36]([C:9]=2[CH2:10][CH2:11][CH2:12][N:13]2[CH2:18][CH2:17][CH:16]([C:19]4[CH:20]=[C:21]([NH:25][C:26](=[O:30])[CH:27]([CH3:29])[CH3:28])[CH:22]=[CH:23][CH:24]=4)[CH2:15][CH2:14]2)=[CH:37][CH:38]=[CH:39][C:34]=3[CH3:33])=[CH:4][CH:3]=1 |f:1.2|. Procedure details: Prepared by Procedure E and Scheme M using N-(3-{1-(5-(4-fluorophenyl)-5-oxopentyl]-4-piperidinyl}phenyl)-2-methylpropanamide and 1-(2-methylphenyl)hydrazine hydrochloride: ESMS m/e: 512.2 (M+H)+. Run at temperature 180 celsius. Reactants: BrC=1C=C(C(=NC1)C)C(=O)OCC (ethyl 5-bromo-2-methylpyridine-3-carboxylate), [Se](=O)=O (selenium dioxide). As a reaction SMILES: [Br:1][C:2]1[CH:3]=[C:4]([C:9]([O:11][CH2:12][CH3:13])=[O:10])[C:5]([CH3:8])=[N:6][CH:7]=1.[Se](=O)=[O:15]>O1CCOCC1>[Br:1][C:2]1[CH:3]=[C:4]([C:9]([O:11][CH2:12][CH3:13])=[O:10])[C:5]([CH:8]=[O:15])=[N:6][CH:7]=1. Solvent: O1CCOCC1 (1,4-dioxane). Procedure details: To each of 106 separate 20-mL microwave vials, add: ethyl 5-bromo-2-methylpyridine-3-carboxylate (5 g, 20.48 mmol, 1.0 equiv), selenium dioxide (2.98 g, 26.63 mmol, 1.3 equiv), and 1,4-dioxane (13 mL). Heat the vessels to 180° C. for 20 min with microwave irradiation. Combine the contents of the reaction vessels; filter through a pad of silica gel (2 kg); and rinse the pad with DCM (3 L). Concentrate the combined filtrates under reduced pressure. Split the material into two equally-sized batches... The product is BrC=1C=C(C(=NC1)C=O)C(=O)OCC (Ethyl 5-bromo-2-formylpyridine-3-carboxylate), solid. The yield is 93.2%. Reactants: ClC1=C(C#N)C=C(C=C1)[N+](=O)[O-] (2-Chloro-5-nitrobenzonitrile), N1CCC(C(=O)OCC)CC1 (ethyl isonipecotate). The reagents and catalysts are [N+](=O)([O-])[O-].[Ag+] (silver nitrate). The product is [N+](=O)([O-])C1=CC(=C(C=C1)N1CCC(CC1)C(=O)OCC)C#N (ethyl 1-(4-nitro-2-cyanophenyl)piperidin-4-ylcarboxylate). The yield is 102.9%. Reaction SMILES: Cl[C:2]1[CH:9]=[CH:8][C:7]([N+:10]([O-:12])=[O:11])=[CH:6][C:3]=1[C:4]#[N:5].[NH:13]1[CH2:23][CH2:22][CH:16]([C:17]([O:19][CH2:20][CH3:21])=[O:18])[CH2:15][CH2:14]1>[N+]([O-])([O-])=O.[Ag+]>[N+:10]([C:7]1[CH:8]=[CH:9][C:2]([N:13]2[CH2:23][CH2:22][CH:16]([C:17]([O:19][CH2:20][CH3:21])=[O:18])[CH2:15][CH2:14]2)=[C:3]([C:4]#[N:5])[CH:6]=1)([O-:12])=[O:11] |f:2.3|. Procedure details: 2-Chloro-5-nitrobenzonitrile (10 g), ethyl isonipecotate (60 g) and silver nitrate (11.1 g) were stirred at 120° C. for 3 h. The reaction mixture was cooled to room temperature and the solid was filtered off. To the filtrate was added dilute hydrochloric acid and the mixture was extracted with ethyl acetate. The organic layer was washed with dilute hydrochloric acid and saturated brine, and dried over anhydrous magnesium sulfate. The solvent was evaporated under reduced pressure. Diisopropyl eth...